Dataset: the Open Reaction Database (ORD), a public repository of structured organic reaction records. Task: describe an organic reaction: reactants, conditions, products, and yield Starting materials: NC1=C(C=CC(=C1)C(F)(F)F)S(=O)(=O)NC=1C=CC=C2C(=CC=NC12)OC (2-amino-N-(4-methoxy-quinolin-8-yl)-4-trifluoromethyl-benzenesulfonamide), NC1=C(C=CC(=C1)C(F)(F)F)S(=O)(=O)NC=1C=CC=C2C(=CC=NC12)OC (2-amino-N-(4-methoxy-quinolin-8-yl)-4-trifluoromethyl-benzenesulfonamide), C(C)(C)(C)ON=O (tert-butylnitrite). The solvent is CC(=O)O.C1CCOC1 (AcOH THF). Reaction conditions: temperature 2.5 celsius, time 2 hour. Yields the product COC1=CC=NC2=C3NS(C4=CC=C(C=C4C3=CC=C12)C(F)(F)F)(=O)=O (1-Methoxy-9-trifluoromethyl-5H-6-thia-4,5-diaza-chrysene 6,6-dioxide). The yield is 10.8%. Reaction SMILES: N[C:2]1[CH:7]=[C:6]([C:8]([F:11])([F:10])[F:9])[CH:5]=[CH:4][C:3]=1[S:12]([NH:15][C:16]1[CH:17]=[CH:18][CH:19]=[C:20]2[C:25]=1[N:24]=[CH:23][CH:22]=[C:21]2[O:26][CH3:27])(=[O:14])=[O:13].C(ON=O)(C)(C)C>CC(O)=O.C1COCC1>[CH3:27][O:26][C:21]1[C:20]2[C:25](=[C:16]3[C:17](=[CH:18][CH:19]=2)[C:2]2[C:3](=[CH:4][CH:5]=[C:6]([C:8]([F:9])([F:10])[F:11])[CH:7]=2)[S:12](=[O:14])(=[O:13])[NH:15]3)[N:24]=[CH:23][CH:22]=1 |f:2.3|. Procedure details: A solution of 2-amino-N-(4-methoxy-quinolin-8-yl)-4-trifluoromethyl-benzenesulfonamide (Intermediate 196) (454 mg, 1.1 mmol) in AcOH/THF (1:1, 10 ml) was cooled to 0° C. and tert-butylnitrite (235 mg, 2.2 mmol) was added. The reaction was stirred at 0-5° C. for 2 h. The reaction was quenched water (5 ml) and the solvent partially evaporated. The residue was dissolved in EtOAc (150 ml), washed with sat. sodium bicarbonate solution, dried (MgSO4) and concentrated in vacuo. The crude residue was pu... Reactants: NC=1C=CC(=C2CN(C(C12)=O)C)C1CCC2(OCCO2)CC1 (7-amino-4-(1,4-dioxaspiro[4.5]dec-8-yl)-2-methyl-2,3-dihydro-1H-isoindol-1-one), Cl (HCl). Solvent: O (water), [OH-].[Na+] (NaOH), C1CCOC1 (THF). Reaction conditions: time 8 hour. The product is NC=1C=CC(=C2CN(C(C12)=O)C)C1CCC(CC1)=O (7-amino-2-methyl-4-(4-oxocyclohexyl)-2,3-dihydro-1H-isoindol-1-one). RXN SMILES: [NH2:1][C:2]1[CH:3]=[CH:4][C:5]([CH:13]2[CH2:22][CH2:21][C:16]3(OCC[O:17]3)[CH2:15][CH2:14]2)=[C:6]2[C:10]=1[C:9](=[O:11])[N:8]([CH3:12])[CH2:7]2.Cl>C1COCC1.O.[OH-].[Na+]>[NH2:1][C:2]1[CH:3]=[CH:4][C:5]([CH:13]2[CH2:22][CH2:21][C:16](=[O:17])[CH2:15][CH2:14]2)=[C:6]2[C:10]=1[C:9](=[O:11])[N:8]([CH3:12])[CH2:7]2 |f:4.5|. Reported procedure: To a solution of 7-amino-4-(1,4-dioxaspiro[4.5]dec-8-yl)-2-methyl-2,3-dihydro-1H-isoindol-1-one (1.64 g, 5.42 mmol) in THF (60 mL) was added aqueous 3.0 M HCl (1.81 mL), the resulting mixture was stirred at rt overnight. The mixture to 0° C., diluted with water and basified to pH ˜10 with 1M NaOH. The aqueous mixture was extracted with EtOAc (3×) and the combined organic fractions were washed with brine, dried over sodium sulfate, filtered, and concentrated to afford the title compound. 1H NMR (... The reactants are Cc1n[nH]c(=O)c(-c2ccccc2F)c1-c1ccc(Cl)cc1, O=P(Cl)(Cl)Cl. Product: Cc1nnc(Cl)c(-c2ccccc2F)c1-c1ccc(Cl)cc1. As a reaction SMILES: [Cl:1][c:2]1[cH:3][cH:4][c:5](-[c:8]2[c:9](-[c:16]3[c:17]([F:22])[cH:18][cH:19][cH:20][cH:21]3)[c:10](=[O:15])[nH:11][n:12][c:13]2[CH3:14])[cH:6][cH:7]1.[P:23]([Cl:24])([Cl:25])([Cl:26])=[O:27]>>[Cl:1][c:2]1[cH:3][cH:4][c:5](-[c:8]2[c:9](-[c:16]3[c:17]([F:22])[cH:18][cH:19][cH:20][cH:21]3)[c:10]([Cl:25])[n:11][n:12][c:13]2[CH3:14])[cH:6][cH:7]1. The reactants are O=C[C@@H](O)[C@H](O)[C@H](O)CO (D-arabinose), COCCCN (3-methoxy-n-propyl-amine), ClCCN=C=O (2-chloroethyl isocyanate). The product is ClCCNC(=O)N(C1[C@@H](O)[C@H](O)[C@H](O)CO1)CCCOC (1-(2-chloroethyl)-3-(3-methoxy-n-propyl)-3-(D-arabinopyranosyl)-urea). The yield is 76.6%. Reaction SMILES: O=[CH:2][C@H:3]([C@@H:5]([C@@H:7]([CH2:9][OH:10])[OH:8])[OH:6])[OH:4].[CH3:11][O:12][CH2:13][CH2:14][CH2:15][NH2:16].[Cl:17][CH2:18][CH2:19][N:20]=[C:21]=[O:22]>>[Cl:17][CH2:18][CH2:19][NH:20][C:21]([N:16]([CH2:15][CH2:14][CH2:13][O:12][CH3:11])[CH:9]1[O:10][CH2:2][C@@H:3]([OH:4])[C@@H:5]([OH:6])[C@@H:7]1[OH:8])=[O:22]. Procedure details: 3.0 g of D-arabinose, 3.6 g of 3-methoxy-n-propyl-amine and 3.0 g of 2-chloroethyl isocyanate are treated in the same manner as described in Example 13-(1). 5.0 g of 1-(2-chloroethyl)-3-(3-methoxy-n-propyl)-3-(D-arabinopyranosyl)-urea are thereby obtained as colorless caramel. Reactants: BrC=1C=NC2=CC(=CN=C2C1)Br (3,7-dibromo-1,5-naphthyridine), C(CCC)[Sn](C=COCC)(CCCC)CCCC (tributyl-2-ethoxy-vinylstannane), [Li+].[Cl-] (LiCl), solution, [F-].[K+] (KF). The reagents and catalysts are Cl[Pd]([P](C1=CC=CC=C1)(C2=CC=CC=C2)C3=CC=CC=C3)([P](C4=CC=CC=C4)(C5=CC=CC=C5)C6=CC=CC=C6)Cl (PdCl2(PPh3)2). Solvent: C1(=CC=CC=C1)C (toluene), C(Cl)Cl (CH2Cl2). Run at time 0.5 hour. Yields the product BrC=1C=NC2=CC(=CN=C2C1)C=COCC (3-Bromo-7-(2-ethoxy-vinyl)-[1,5]naphthyridine). Isolated yield 55.0%. Reaction SMILES: Br[C:2]1[CH:3]=[N:4][C:5]2[C:10]([CH:11]=1)=[N:9][CH:8]=[C:7]([Br:12])[CH:6]=2.C([Sn](CCCC)(CCCC)[CH:18]=[CH:19][O:20][CH2:21][CH3:22])CCC.[Li+].[Cl-].[F-].[K+]>C1(C)C=CC=CC=1.C(Cl)Cl.Cl[Pd](Cl)([P](C1C=CC=CC=1)(C1C=CC=CC=1)C1C=CC=CC=1)[P](C1C=CC=CC=1)(C1C=CC=CC=1)C1C=CC=CC=1>[Br:12][C:7]1[CH:8]=[N:9][C:10]2[C:5]([CH:6]=1)=[N:4][CH:3]=[C:2]([CH:18]=[CH:19][O:20][CH2:21][CH3:22])[CH:11]=2 |f:2.3,4.5,^1:47,66|. Procedure details: A solution of 3,7-dibromo-1,5-naphthyridine (0.5 g, 1.74 mmol), tributyl-2-ethoxy-vinylstannane (1.91 mmol, 0.69 g), LiCl (8.7 mmol, 0.37 g) and 0.085 g of PdCl2(PPh3)2 in 50 mL of toluene was heated at 95° C. for 16 hr. After cooling off, 20 mL of a 2 M solution of KF was added to the mixture and stirring was continued for 0.5 hr. The mixture was diluted with 100 mL of CH2Cl2 and washed successively with a saturated solution of sodium bicarbonate, brine and water. The organic layer was dried ov... Reactants: C(C)[C@@H]1C[C@H](C[C@](O1)(O)[C@H]1N(C(SC1)=O)CC1=CC=C(C=C1)OC)O ((R)-4-((2R,4R,6R)-6-ethyl-2,4-dihydroxy-tetrahydro-2H-pyran-2-yl)-3-(4-methoxybenzyl)thiazolidin-2-one), O[C@]1(O[C@@H](C[C@@H](C1)O)CCCC=C)[C@H]1N(C(SC1)=O)CC1=CC=C(C=C1)OC ((R)-4-((2R,4S,6R)-2,4-dihydroxy-6-(pent-4-enyl)-tetrahydro-2H-pyran-2-yl)-3-(4-methoxybenzyl)thiazolidin-2-one). The product is C(C)[C@@H]1C[C@H](C[C@](O1)(OC)[C@H]1N(C(SC1)=O)CC1=CC=C(C=C1)OC)O ((R)-4-((2R,4R,6R)-6-Ethyl-4-hydroxy-2-methoxy-tetrahydro-2H-pyran-2-yl)-3-(4-methoxybenzyl)thiazolidin-2-one). Reaction SMILES: [CH2:1]([C@H:3]1[O:8][C@:7]([C@@H:10]2[CH2:14][S:13][C:12](=[O:15])[N:11]2[CH2:16][C:17]2[CH:22]=[CH:21][C:20]([O:23][CH3:24])=[CH:19][CH:18]=2)([OH:9])[CH2:6][C@H:5]([OH:25])[CH2:4]1)[CH3:2].O[C@:27]1([C@@H]2CSC(=O)N2CC2C=CC(OC)=CC=2)C[C@@H](O)C[C@@H](CCCC=C)O1>>[CH2:1]([C@H:3]1[O:8][C@:7]([C@@H:10]2[CH2:14][S:13][C:12](=[O:15])[N:11]2[CH2:16][C:17]2[CH:18]=[CH:19][C:20]([O:23][CH3:24])=[CH:21][CH:22]=2)([O:9][CH3:27])[CH2:6][C@H:5]([OH:25])[CH2:4]1)[CH3:2]. Reported procedure: Application of the method shown in Example 13, with the modification that (R)-4-((2R,4R,6R)-6-ethyl-2,4-dihydroxy-tetrahydro-2H-pyran-2-yl)-3-(4-methoxybenzyl)thiazolidin-2-one was substituted for (R)-4-((2R,4S,6R)-2,4-dihydroxy-6-(pent-4-enyl)-tetrahydro-2H-pyran-2-yl)-3-(4-methoxybenzyl)thiazolidin-2-one, afforded the title compound. Starting materials: C1=CC=CC=2C3=CC=CC=C3C(C12)=O (9-fluorenone), [N-]=[N+]=[N-].[Na+] (sodium azide). Solvent: S(O)(O)(=O)=O (sulfuric acid). Run at time 2 hour. Yields the product C1=CC=CC=2NC(C3=CC=CC=C3C12)=O (6(5H)-phenanthridinone). Isolated yield 92.6%. Reaction SMILES: [CH:1]1[C:13]2[C:12](=[O:14])[C:11]3[C:6](=[CH:7][CH:8]=[CH:9][CH:10]=3)[C:5]=2[CH:4]=[CH:3][CH:2]=1.[N-:15]=[N+]=[N-].[Na+]>S(=O)(=O)(O)O>[CH:4]1[C:5]2[C:6]3[C:11](=[CH:10][CH:9]=[CH:8][CH:7]=3)[C:12](=[O:14])[NH:15][C:13]=2[CH:1]=[CH:2][CH:3]=1 |f:1.2|. Procedure details: 6(5H)-Phenanthridinone was prepared by the method described by Gauthier in U.S. Pat. No. 3,932,643. Briefly, to a well stirred solution of 9-fluorenone (15 g, 0.083 mol) in concentrated sulfuric acid (500 mL), sodium azide (8.1 g, 0.12 mol) was slowly added over a period of 3 hr at 0° C. The reaction mixture was stirred at room temperature for 2 hr, until nitrogen no longer evolved. The reaction mixture was then poured slowly over crushed ice, to produce a solid precipitate which was filtered an... Starting materials: Cl (hydrochloric acid), Cl.N12CC(C(CC1)CC2)CC(=O)OC2=C(C(=C(C(=C2F)F)F)F)F (pentafluorophenyl (1-azabicyclo[2.2.2]oct-3-yl)acetate hydrochloride), C([O-])([O-])=O (carbonate), BrC1=CC2=C(C=C(S2)N)C=C1 (6-bromo-1-benzothiophene-2-amine). The solvent is C(C)#N (acetonitrile), CN(C)C=O (DMF). Conditions: time 8 hour. The product is Cl.N12CC(C(CC1)CC2)CC(=O)NC=2SC1=C(C2)C=CC(=C1)Br (2-(1-Azabicyclo[2.2.2]oct-3-yl)-N-(6-bromo-1-benzothien-2-yl)acetamide hydrochloride). As a reaction SMILES: [ClH:1].[N:2]12[CH2:9][CH2:8][CH:5]([CH2:6][CH2:7]1)[CH:4]([CH2:10][C:11]([O:13]C1C(F)=C(F)C(F)=C(F)C=1F)=O)[CH2:3]2.[Br:25][C:26]1[CH:35]=[CH:34][C:29]2[CH:30]=[C:31]([NH2:33])[S:32][C:28]=2[CH:27]=1.C(=O)([O-])[O-].Cl>CN(C=O)C.C(#N)C>[ClH:1].[N:2]12[CH2:7][CH2:6][CH:5]([CH2:8][CH2:9]1)[CH:4]([CH2:10][C:11]([NH:33][C:31]1[S:32][C:28]3[CH:27]=[C:26]([Br:25])[CH:35]=[CH:34][C:29]=3[CH:30]=1)=[O:13])[CH2:3]2 |f:0.1,7.8|. Reported procedure: 89.2 mg (0.24 mmol) of pentafluorophenyl (1-azabicyclo[2.2.2]oct-3-yl)acetate hydrochloride are dissolved in 1 ml of DMF, mixed with 71.2 mg (0.31 mmol) of 6-bromo-1-benzothiophene-2-amine and stirred at room temperature overnight. 1 g of MP-carbonate (polymer-bound carbonate, capacity: 2.5-3.5 mmol/g; from Argonaut Technologies, USA) is added. After 3 h, the polystyrene resin is filtered off and washed with THF. The combined filtrates are concentrated in vacuo, and the crude product is purified... The reactants are CCOC(=O)/C(=N\O)/Cl (ethyl chloro oximidoacetate), C(=O)(OC(C)(C)C)N1C=CCC1 (N-Boc-pyrroline), CCOC(=O)/C(=N\O)/Cl (ethyl chloro oximidoacetate), C([O-])(O)=O.[Na+] (sodium bicarbonate), chloro oxime, C([O-])(O)=O.[Na+] (sodium bicarbonate). Run in C(C)(=O)OCC (ethyl acetate), C(C)(=O)OCC (ethyl acetate). Reaction conditions: time 8 hour. The product is C(C)OC(=O)C1=NO[C@@H]2[C@H]1CN(C2)C(=O)OC(C)(C)C (cis-3a,4,6,6a-Tetrahydropyrrolo[3,4-d]isoxazole-3,5-dicarboxylic acid 5-tert-butyl ester-3-ethyl ester), ethyl acetate hexanes. Yield: 20.0%. RXN SMILES: [CH3:1][CH2:2][O:3][C:4](/[C:6](/Cl)=[N:7]\[OH:8])=[O:5].[C:10]([N:17]1[CH2:21][CH2:20][CH:19]=[CH:18]1)([O:12][C:13]([CH3:16])([CH3:15])[CH3:14])=[O:11].C(=O)(O)[O-].[Na+]>C(OCC)(=O)C>[CH2:2]([O:3][C:4]([C:6]1[C@@H:19]2[CH2:18][N:17]([C:10]([O:12][C:13]([CH3:16])([CH3:15])[CH3:14])=[O:11])[CH2:21][C@@H:20]2[O:8][N:7]=1)=[O:5])[CH3:1] |f:2.3|. Procedure: The title compound was prepared using commercially available ethyl chloro oximidoacetate (5). N-Boc-pyrroline (1.0 g; 5.91 mmol), ethyl chloro oximidoacetate (2.55 g; 16.8 mmol) and sodium bicarbonate (1.77 g; 21.06 mmol) in ethyl acetate (15 mL) were stirred for 54 hours. An additional amount of chloro oxime (2.6 g; 17.28 mmol) and sodium bicarbonate (2.1 g; 25.00 mmol) was added and the reaction mixture stirred overnight. The addition of reagents was repeated again and the reaction mixture sti... Reactants: Cl (hydrochloric acid), ClC1=CC(=C(C=C1OC1CCCC1)NC(OC)=O)F (Methyl N-(4-chloro-5-cyclopentyloxy-2-fluorophenyl)carbamate), OC(C(=O)OCC)C(=C)C (ethyl 2-hydroxy-3-methyl-3-butenoate), ferric chloride, CO (methanol). The reagents and catalysts are C(CCC)N(CCCC)CCCC (tributylamine). Run at temperature 75 celsius, time 3 hour. Product: ClC1=CC(=C(C=C1OC1CCCC1)N1C(OC(C1=O)=C(C)C)=O)F (3-(4-chloro-5-cyclopentyloxy-2-fluorophenyl)-5-isopropylidene-1,3-oxazolidine-2,4-dione). Yield: 54.5%. Reaction SMILES: [Cl:1][C:2]1[C:7]([O:8][CH:9]2[CH2:13][CH2:12][CH2:11][CH2:10]2)=[CH:6][C:5]([NH:14][C:15](=[O:18])[O:16][CH3:17])=[C:4]([F:19])[CH:3]=1.OC([C:27]([CH3:29])=[CH2:28])C(OCC)=O.Cl.[CH3:31][OH:32]>C(N(CCCC)CCCC)CCC>[Cl:1][C:2]1[C:7]([O:8][CH:9]2[CH2:10][CH2:11][CH2:12][CH2:13]2)=[CH:6][C:5]([N:14]2[C:31](=[O:32])[C:17](=[C:27]([CH3:29])[CH3:28])[O:16][C:15]2=[O:18])=[C:4]([F:19])[CH:3]=1. Procedure details: Methyl N-(4-chloro-5-cyclopentyloxy-2-fluorophenyl)carbamate (2.87 g, 10 mmol), ethyl 2-hydroxy-3-methyl-3-butenoate (4.32 g, 30 mmol), ferric chloride (162 mg, 1.0 mmol) and tributylamine (92.7 mg, 0.5 mmol) were introduced into a flask (25 cc) equipped with a distillation unit, and the reaction was conducted at 200° C. for 3 hours. After completion of the reaction, the reaction solution was allowed to cool to 70 to 80° C., and a mixed solution consisting of methanol (5 mL) and 6N hydrochloric ...